Dataset: the Open Reaction Database (ORD), a public repository of structured organic reaction records. Task: describe an organic reaction: reactants, conditions, products, and yield Starting materials: COC(=O)c1ccccc1N, Cc1cccc(C)c1, O=S(=O)(OCC(F)(F)F)C(Cl)(Cl)Cl. Product: COC(=O)c1ccccc1NCC(F)(F)F. As a reaction SMILES: [C:1]([c:2]1[c:3]([NH2:4])[cH:5][cH:6][cH:7][cH:8]1)(=[O:9])[O:10][CH3:11].[CH3:25][c:26]1[cH:27][c:28]([CH3:29])[cH:30][cH:31][cH:32]1.[Cl:12][C:13]([Cl:14])([Cl:15])[S:16]([O:17][CH2:18][C:19]([F:20])([F:21])[F:22])(=[O:23])=[O:24]>>[C:1]([c:2]1[c:3]([NH:4][CH2:18][C:19]([F:20])([F:21])[F:22])[cH:5][cH:6][cH:7][cH:8]1)(=[O:9])[O:10][CH3:11].